From a dataset of the Open Reaction Database (ORD), a public repository of structured organic reaction records. describe an organic reaction: reactants, conditions, products, and yield Procedure details: A mixture of 4-piperidin-4-yl-1,3-dihydroindol-2-one (54 mg, 0.25 mmol), 5-formyl-4-methyl-1H-pyrrole-3-carboxylic acid (pyridin-4-ylmethyl)-amide (64 mg, 0.2625 mmol) and piperidine (2 drops) in ethanol (0.5 mL) was stirred at room temperature for 7 days. The precipitate which formed was collected by vacuum filtration, washed with ethanol and dried to give the title compound. The solvent is C(C)O (ethanol). Product: N1=CC=C(C=C1)CNC(=O)C1=CNC(=C1C)C=C1C(NC2=CC=CC(=C12)C1CCNCC1)=O (4-Methyl-5-(2-oxo-4-piperidin-4-yl-1,2-dihydroindol-3-ylidenemethyl)-1H-pyrrole-3-carboxylic Acid (pyridin-4-ylmethyl)-amide). Conditions: time 7 day. Reagents/catalysts: N1CCCCC1 (piperidine). The reactants are N1CCC(CC1)C1=C2CC(NC2=CC=C1)=O (4-piperidin-4-yl-1,3-dihydroindol-2-one), N1=CC=C(C=C1)CNC(=O)C1=CNC(=C1C)C=O (5-formyl-4-methyl-1H-pyrrole-3-carboxylic acid (pyridin-4-ylmethyl)-amide). Reaction SMILES: [NH:1]1[CH2:6][CH2:5][CH:4]([C:7]2[CH:15]=[CH:14][CH:13]=[C:12]3[C:8]=2[CH2:9][C:10](=[O:16])[NH:11]3)[CH2:3][CH2:2]1.[N:17]1[CH:22]=[CH:21][C:20]([CH2:23][NH:24][C:25]([C:27]2[C:31]([CH3:32])=[C:30]([CH:33]=O)[NH:29][CH:28]=2)=[O:26])=[CH:19][CH:18]=1>N1CCCCC1.C(O)C>[N:17]1[CH:18]=[CH:19][C:20]([CH2:23][NH:24][C:25]([C:27]2[C:31]([CH3:32])=[C:30]([CH:33]=[C:9]3[C:8]4[C:12](=[CH:13][CH:14]=[CH:15][C:7]=4[CH:4]4[CH2:3][CH2:2][NH:1][CH2:6][CH2:5]4)[NH:11][C:10]3=[O:16])[NH:29][CH:28]=2)=[O:26])=[CH:21][CH:22]=1. Starting materials: CCCC[Sn](CCCC)(CCCC)OC, ClCCCl, O=C(c1ccccc1)c1ccc(O)cc1. Product: CCCC[Sn](CCCC)(CCCC)Oc1ccc(C(=O)c2ccccc2)cc1. RXN SMILES: [CH2:16]([CH2:17][CH2:18][CH3:19])[Sn:20]([O:21][CH3:22])([CH2:23][CH2:24][CH2:25][CH3:26])[CH2:27][CH2:28][CH2:29][CH3:30].[Cl:31][CH2:32][CH2:33][Cl:34].[OH:1][c:2]1[cH:3][cH:4][c:5]([C:6](=[O:7])[c:8]2[cH:9][cH:10][cH:11][cH:12][cH:13]2)[cH:14][cH:15]1>>[O:1]([c:2]1[cH:3][cH:4][c:5]([C:6](=[O:7])[c:8]2[cH:9][cH:10][cH:11][cH:12][cH:13]2)[cH:14][cH:15]1)[Sn:20]([CH2:16][CH2:17][CH2:18][CH3:19])([CH2:23][CH2:24][CH2:25][CH3:26])[CH2:27][CH2:28][CH2:29][CH3:30]. The reactants are CCOc1cc(N2CCN(C3CCN(CCS(C)(=O)=O)CC3)CC2)ccc1[N+](=O)[O-], CO, CCOC(C)=O, [Pt]. The product is CCOc1cc(N2CCN(C3CCN(CCS(C)(=O)=O)CC3)CC2)ccc1N. Reaction SMILES: [CH2:1]([CH3:2])[O:3][c:4]1[cH:5][c:6]([N:13]2[CH2:14][CH2:15][N:16]([CH:19]3[CH2:20][CH2:21][N:22]([CH2:25][CH2:26][S:27](=[O:28])(=[O:29])[CH3:30])[CH2:23][CH2:24]3)[CH2:17][CH2:18]2)[cH:7][cH:8][c:9]1[N+:10]([O-:11])=[O:12].[CH3:31][OH:32].[CH3:33][CH2:34][O:35][C:36]([CH3:37])=[O:38].[Pt:39]>>[CH2:1]([CH3:2])[O:3][c:4]1[cH:5][c:6]([N:13]2[CH2:14][CH2:15][N:16]([CH:19]3[CH2:20][CH2:21][N:22]([CH2:25][CH2:26][S:27](=[O:28])(=[O:29])[CH3:30])[CH2:23][CH2:24]3)[CH2:17][CH2:18]2)[cH:7][cH:8][c:9]1[NH2:10]. Reactants: C(C)(C)(C)OC(NC=1COCC(N1)(C)C1=C(C=CC(=C1)N=[N+]=[N-])F)=O ([5-(5-azido-2-fluoro-phenyl)-5-methyl-5,6-dihydro-2H-[1,4]oxazin-3-yl]-carbamic acid tert-butyl ester). Reagents/catalysts: [Pd].CC(=O)[O-].CC(=O)[O-].[Pb+2] (Lindlar catalyst), [Pd] (Pd/C). Run in CCOC(=O)C.CCO (EtOAc EtOH). The product is C(C)(C)(C)OC(NC=1COCC(N1)(C)C1=C(C=CC(=C1)N)F)=O ([5-(5-Amino-2-fluoro-phenyl)-5-methyl-5,6-dihydro-2H-[1,4]oxazin-3-yl]-carbamic acid tert-butyl ester). Reaction SMILES: [C:1]([O:5][C:6](=[O:25])[NH:7][C:8]1[CH2:9][O:10][CH2:11][C:12]([C:15]2[CH:20]=[C:19]([N:21]=[N+]=[N-])[CH:18]=[CH:17][C:16]=2[F:24])([CH3:14])[N:13]=1)([CH3:4])([CH3:3])[CH3:2]>CCOC(C)=O.CCO.[Pd].CC([O-])=O.CC([O-])=O.[Pb+2].[Pd]>[C:1]([O:5][C:6](=[O:25])[NH:7][C:8]1[CH2:9][O:10][CH2:11][C:12]([C:15]2[CH:20]=[C:19]([NH2:21])[CH:18]=[CH:17][C:16]=2[F:24])([CH3:14])[N:13]=1)([CH3:2])([CH3:3])[CH3:4] |f:1.2,3.4.5.6|. Procedure details: A solution of [5-(5-azido-2-fluoro-phenyl)-5-methyl-5,6-dihydro-2H-[1,4]oxazin-3-yl]-carbamic acid tert-butyl ester (2.18 g, 6.24 mmol) in EtOAc:EtOH 1:1 (150 ml) was hydrogenated over 10% Pd/C (0.21 g) and Lindlar catalyst (0.21 g) with 0.1 bar H2 for 4.5 h at rt. The reaction mixture was filtered through celite and concentrated to leave the title compound that was used in the next step without further purification. Starting materials: BrCCCC1(C(CC2=CC=CC=C12)=O)C(=O)OCC (1-(3-bromopropyl)-1-ethoxycarbonyl-2-indanone), C1=CC=CC=C1 (benzene), [H-].[Na+] (sodium hydride), C1=CC=CC=C1 (benzene), suspension. Run in O (Water). Run at time 18 hour. The product is C(C)OC(=O)C12C(C(C3=CC=CC=C13)CCC2)=O (1-Ethoxycarbonyl-1,3-Propano-2-Indanone). As a reaction SMILES: C1C=CC=CC=1.[H-].[Na+].Br[CH2:10][CH2:11][CH2:12][C:13]1([C:23]([O:25][CH2:26][CH3:27])=[O:24])[C:21]2[C:16](=[CH:17][CH:18]=[CH:19][CH:20]=2)[CH2:15][C:14]1=[O:22]>O>[CH2:26]([O:25][C:23]([C:13]12[CH2:12][CH2:11][CH2:10][CH:15]([C:16]3[C:21]1=[CH:20][CH:19]=[CH:18][CH:17]=3)[C:14]2=[O:22])=[O:24])[CH3:27] |f:1.2|. Procedure details: To a stirred mixture of benzene (400 ml.) and sodium hydride (5.3 g. of a 57% suspension in nujol), which is free of nujol, is added dropwise, under dry nitrogen, 1-(3-bromopropyl)-1-ethoxycarbonyl-2-indanone (39.3 g.) in 100 ml. of benzene. The mixture is stirred at room temperature for 18 hours. Water is added and the organic layer is separated, washed with aqueous sodium chloride, dried, concentrated and distilled to give after a small forecut, 20.5 g. of the title product with b.p. 130°-145°... Starting materials: C(C1=CC=CC=C1)N1C(=CC2=NC(=CC=C21)Cl)Br (1-benzyl-2-bromo-5-chloro-1H-pyrrolo[3,2-b]pyridine), CN1C=NC=C1[Sn](CCCC)(CCCC)CCCC (1-methyl-5-(tributylstannyl)-1H-imidazole). The reagents and catalysts are C=1C=CC(=CC1)[P](C=2C=CC=CC2)(C=3C=CC=CC3)[Pd]([P](C=4C=CC=CC4)(C=5C=CC=CC5)C=6C=CC=CC6)([P](C=7C=CC=CC7)(C=8C=CC=CC8)C=9C=CC=CC9)[P](C=1C=CC=CC1)(C=1C=CC=CC1)C=1C=CC=CC1 (Tetrakis(triphenylphosphine)palladium(0)). Solvent: C1(=CC=CC=C1)C (toluene). Run at temperature 110 celsius, time 7 hour. Yields the product C(C1=CC=CC=C1)N1C(=CC2=NC(=CC=C21)Cl)C2=CN=CN2C (1-benzyl-5-chloro-2-(1-methyl-1H-imidazol-5-yl)-1H-pyrrolo[3,2-b]pyridine). RXN SMILES: [CH2:1]([N:8]1[C:16]2[C:11](=[N:12][C:13]([Cl:17])=[CH:14][CH:15]=2)[CH:10]=[C:9]1Br)[C:2]1[CH:7]=[CH:6][CH:5]=[CH:4][CH:3]=1.[CH3:19][N:20]1[C:24]([Sn](CCCC)(CCCC)CCCC)=[CH:23][N:22]=[CH:21]1>C1(C)C=CC=CC=1.C1C=CC([P]([Pd]([P](C2C=CC=CC=2)(C2C=CC=CC=2)C2C=CC=CC=2)([P](C2C=CC=CC=2)(C2C=CC=CC=2)C2C=CC=CC=2)[P](C2C=CC=CC=2)(C2C=CC=CC=2)C2C=CC=CC=2)(C2C=CC=CC=2)C2C=CC=CC=2)=CC=1>[CH2:1]([N:8]1[C:16]2[C:11](=[N:12][C:13]([Cl:17])=[CH:14][CH:15]=2)[CH:10]=[C:9]1[C:24]1[N:20]([CH3:19])[CH:21]=[N:22][CH:23]=1)[C:2]1[CH:7]=[CH:6][CH:5]=[CH:4][CH:3]=1 |^1:48,50,69,88|. Reported procedure: A mixture of 1-benzyl-2-bromo-5-chloro-1H-pyrrolo[3,2-b]pyridine (0.10 g, 0.31 mmol, from Example 62, Step 2) and 1-methyl-5-(tributylstannyl)-1H-imidazole (0.12 g, 0.31 mmol, Aldrich) in toluene (6.0 mL) was degassed by a stream of nitrogen through the solution. Tetrakis(triphenylphosphine)palladium(0) (36 mg, 0.031 mmol) was added and the mixture was stirred at 110° C. for 7 hours. Toluene was removed in vacuo, and the residue was dissolved in MeCN and filtered. Flash chromatography, eluting w... Reactants: [Br-], CC(C)=O, Cc1ccc(CCl)cc1[N+](=O)[O-], [Li+]. Yields the product Cc1ccc(CBr)cc1[N+](=O)[O-]. RXN SMILES: [Br-:14].[CH3:15][C:16](=[O:17])[CH3:18].[Cl:1][CH2:2][c:3]1[cH:4][c:5]([N+:10](=[O:11])[O-:12])[c:6]([CH3:9])[cH:7][cH:8]1.[Li+:13]>>[CH2:2]([c:3]1[cH:4][c:5]([N+:10](=[O:11])[O-:12])[c:6]([CH3:9])[cH:7][cH:8]1)[Br:14]. Reactants: COC(=O)c1cc(NS(=O)(=O)c2cccs2)c(C)s1, CI, CN(C)C=O, [H-], [Na+], O. Product: COC(=O)c1cc(N(C)S(=O)(=O)c2cccs2)c(C)s1. As a reaction SMILES: [CH3:1][c:2]1[c:3]([NH:11][S:12](=[O:13])(=[O:14])[c:15]2[s:16][cH:17][cH:18][cH:19]2)[cH:4][c:5]([C:7](=[O:8])[O:9][CH3:10])[s:6]1.[CH3:22][I:23].[CH3:25][N:26]([CH3:27])[CH:28]=[O:29].[H-:20].[Na+:21].[OH2:24]>>[CH3:1][c:2]1[c:3]([N:11]([S:12](=[O:13])(=[O:14])[c:15]2[s:16][cH:17][cH:18][cH:19]2)[CH3:22])[cH:4][c:5]([C:7](=[O:8])[O:9][CH3:10])[s:6]1. The reactants are C(C1=CC=CC=C1)C1=NC(=CC=C1I)N1C[C@H]([C@@H](C1)OC)O (2-benzyl-3-iodo-6-[(3R,4R)-3-hydroxy-4-methoxypyrrolidin-1-yl]pyridine), CN1CCC(CC1)=O (1-methyl-4-piperidone), CCCCCC (hexane), C(CCC)[Li] (n-butyllithium). Solvent: C(C)OCC (diethyl ether), C(C)OCC (diethyl ether). Reaction conditions: time 30 minute. The product is C(C1=CC=CC=C1)C1=NC(=CC=C1C1(CCN(CC1)C)O)N1C[C@H]([C@@H](C1)OC)O (4-[2-Benzyl-6-[(3R,4R)-3-hydroxy-4-methoxypyrrolidin-1-yl]-3-pyridyl]-1-methyl-4-piperidinol). Isolated yield 25.8%. As a reaction SMILES: [CH2:1]([C:8]1[C:13](I)=[CH:12][CH:11]=[C:10]([N:15]2[CH2:19][C@@H:18]([O:20][CH3:21])[C@H:17]([OH:22])[CH2:16]2)[N:9]=1)[C:2]1[CH:7]=[CH:6][CH:5]=[CH:4][CH:3]=1.CCCCCC.C([Li])CCC.[CH3:34][N:35]1[CH2:40][CH2:39][C:38](=[O:41])[CH2:37][CH2:36]1>C(OCC)C>[CH2:1]([C:8]1[C:13]([C:38]2([OH:41])[CH2:39][CH2:40][N:35]([CH3:34])[CH2:36][CH2:37]2)=[CH:12][CH:11]=[C:10]([N:15]2[CH2:19][C@@H:18]([O:20][CH3:21])[C@H:17]([OH:22])[CH2:16]2)[N:9]=1)[C:2]1[CH:7]=[CH:6][CH:5]=[CH:4][CH:3]=1. Procedure details: To a mixture of 500 mg of 2-benzyl-3-iodo-6-[(3R,4R)-3-hydroxy-4-methoxypyrrolidin-1-yl]pyridine (Production Example 1) and 10 ml of diethyl ether was added dropwise 1.99 ml of a 2.45 M hexane solution of n-butyllithium at −78° C. After stirring at the same temperature for 30 minutes, a solution of 552 mg of 1-methyl-4-piperidone in 3 ml of diethyl ether was added dropwise thereto. After stirring at the same temperature for 30 minutes, the temperature was elevated to room temperature. The organi...